The task is: describe an organic reaction: reactants, conditions, products, and yield. This data is from the Open Reaction Database (ORD), a public repository of structured organic reaction records. Starting materials: CC1(OB(OC1(C)C)C=1C=C2CCN(C2=CC1)S(=O)(=O)C1=CC=C(C#N)C=C1)C (4-[5-(4,4,5,5-Tetramethyl-[1,3,2]dioxaborolan-2-yl)-2,3-dihydro-indole-1-sulfonyl]-benzonitrile), I(=O)(=O)(=O)[O-].[Na+] (sodium periodate), Cl (hydrochloric acid). Solvent: O1CCCC1 (tetrahydrofuran), O (water), O (water). Run at time 2 hour. Product: OB(C=1C=C2CCN(C2=CC1)S(=O)(=O)C1=CC=C(C#N)C=C1)O (4-(5-Dihydroxyboranyl-2,3-dihydro-indole-1-sulfonyl)-benzonitrile). The yield is 133.2%. RXN SMILES: CC1(C)C(C)(C)[O:5][B:4]([C:9]2[CH:10]=[C:11]3[C:15](=[CH:16][CH:17]=2)[N:14]([S:18]([C:21]2[CH:28]=[CH:27][C:24]([C:25]#[N:26])=[CH:23][CH:22]=2)(=[O:20])=[O:19])[CH2:13][CH2:12]3)[O:3]1.I([O-])(=O)(=O)=O.[Na+].Cl>O1CCCC1.O>[OH:5][B:4]([OH:3])[C:9]1[CH:10]=[C:11]2[C:15](=[CH:16][CH:17]=1)[N:14]([S:18]([C:21]1[CH:28]=[CH:27][C:24]([C:25]#[N:26])=[CH:23][CH:22]=1)(=[O:20])=[O:19])[CH2:13][CH2:12]2 |f:1.2|. Procedure: 2.76 g 4-[5-(4,4,5,5-Tetramethyl-[1,3,2]dioxaborolan-2-yl)-2,3-dihydro-indole-1-sulfonyl]-benzonitrile and 4.32 g sodium periodate were dissolved in a mixture of 45 ml tetrahydrofuran and 15 ml water. The mixture was stirred at room temperature for two hours. Then 2 ml 4M hydrochloric acid was added and the mixture stirred at room temperature for one hour. 150 ml water were added and the mixture extracted three times with portions of 50 ml ethyl acetate. The combined organic extracts were dried ...